This data is from the Open Reaction Database (ORD), a public repository of structured organic reaction records. The task is: describe an organic reaction: reactants, conditions, products, and yield The reactants are [O-]B([O-])Oc1ccc(F)cc1, COC(=O)C1=Cc2cc(Br)ccc2OCC1, O=C([O-])[O-], CCOC(C)=O, Cc1ccccc1, CCO, [K+], [K+], O. Yields the product COC(=O)C1=Cc2cc(-c3ccc(F)cc3)ccc2OCC1. RXN SMILES: [B:17]([O-:18])([O-:26])[O:27][c:19]1[cH:20][cH:21][c:22]([F:25])[cH:23][cH:24]1.[Br:1][c:2]1[cH:3][cH:4][c:5]2[c:6]([cH:16]1)[CH:7]=[C:8]([C:12](=[O:13])[O:14][CH3:15])[CH2:9][CH2:10][O:11]2.[C:28](=[O:29])([O-:30])[O-:31].[CH3:35][CH2:36][O:37][C:38](=[O:39])[CH3:40].[CH3:41][c:42]1[cH:43][cH:44][cH:45][cH:46][cH:47]1.[CH3:48][CH2:49][OH:50].[K+:32].[K+:33].[OH2:34]>>[c:2]1(-[c:19]2[cH:20][cH:21][c:22]([F:25])[cH:23][cH:24]2)[cH:3][cH:4][c:5]2[c:6]([cH:16]1)[CH:7]=[C:8]([C:12](=[O:13])[O:14][CH3:15])[CH2:9][CH2:10][O:11]2. Procedure details: The title compound was prepared using standard chemical manipulations and procedures similar to those used for the preparation of compound 5.7, except methyl 5-(2-cyclopropyl-4-methyl-1H-imidazol-5-yl)-2,4-dimethylbenzoate (compound 160.3) was used in place of methyl 3-(2,4-dimethyl-1H-imidazol-5-yl)-4-methylbenzoate (compound 5.6). m/z (ES+) 271 (M+H)+. The product is C1(CC1)C=1NC(=C(N1)C)C=1C(=CC(=C(C(=O)O)C1)C)C (5-(2-Cyclopropyl-4-methyl-1H-imidazol-5-yl)-2,4-dimethylbenzoic acid). RXN SMILES: CC1NC(C2C=C(C=CC=2C)C(O)=O)=C(C)N=1.[CH:18]1([C:21]2[NH:22][C:23]([C:27]3[C:28]([CH3:38])=[CH:29][C:30]([CH3:37])=[C:31]([CH:36]=3)[C:32]([O:34]C)=[O:33])=[C:24]([CH3:26])[N:25]=2)[CH2:20][CH2:19]1.CC1NC(C2C=C(C=CC=2C)C(OC)=O)=C(C)N=1>>[CH:18]1([C:21]2[NH:22][C:23]([C:27]3[C:28]([CH3:38])=[CH:29][C:30]([CH3:37])=[C:31]([CH:36]=3)[C:32]([OH:34])=[O:33])=[C:24]([CH3:26])[N:25]=2)[CH2:20][CH2:19]1. The reactants are CC=1NC(=C(N1)C)C=1C=C(C(=O)O)C=CC1C (3-(2,4-dimethyl-1H-imidazol-5-yl)-4-methylbenzoic acid), C1(CC1)C=1NC(=C(N1)C)C=1C(=CC(=C(C(=O)OC)C1)C)C (methyl 5-(2-cyclopropyl-4-methyl-1H-imidazol-5-yl)-2,4-dimethylbenzoate), C1(CC1)C=1NC(=C(N1)C)C=1C(=CC(=C(C(=O)OC)C1)C)C (methyl 5-(2-cyclopropyl-4-methyl-1H-imidazol-5-yl)-2,4-dimethylbenzoate), CC=1NC(=C(N1)C)C=1C=C(C(=O)OC)C=CC1C (methyl 3-(2,4-dimethyl-1H-imidazol-5-yl)-4-methylbenzoate). The reactants are C(CCCCCCCCCCCCCCC)Br (hexadecyl bromide), Cl (hydrochloric acid), C(C)(=O)NC(C(=O)OCC)C(=O)OCC (Diethyl 2-acetamidomalonate), [O-]CC.[Na+] (sodium ethoxide). The solvent is C(C)O (ethanol), C(C)O (ethanol). Yields the product C(C)(=O)NC(C(=O)OCC)(C(=O)OCC)CCCCCCCCCCCCCCCC (diethyl 2-acetamido-2-hexadecylmalonate). Isolated yield 71.6%. Reaction SMILES: [C:1]([NH:4][CH:5]([C:11]([O:13][CH2:14][CH3:15])=[O:12])[C:6]([O:8][CH2:9][CH3:10])=[O:7])(=[O:3])[CH3:2].[O-]CC.[Na+].[CH2:20](Br)[CH2:21][CH2:22][CH2:23][CH2:24][CH2:25][CH2:26][CH2:27][CH2:28][CH2:29][CH2:30][CH2:31][CH2:32][CH2:33][CH2:34][CH3:35].Cl>C(O)C>[C:1]([NH:4][C:5]([CH2:35][CH2:34][CH2:33][CH2:32][CH2:31][CH2:30][CH2:29][CH2:28][CH2:27][CH2:26][CH2:25][CH2:24][CH2:23][CH2:22][CH2:21][CH3:20])([C:11]([O:13][CH2:14][CH3:15])=[O:12])[C:6]([O:8][CH2:9][CH3:10])=[O:7])(=[O:3])[CH3:2] |f:1.2|. Reported procedure: Diethyl 2-acetamidomalonate (3.0 g) was dissolved in 50 ml of dry ethanol and 1.13 g of sodium ethoxide was added thereto. A solution of 5.5 g of hexadecyl bromide in 20 ml of ethanol was added thereto at room temprature with stirring. The inside of the reaction vessel was displaced with nitrogen and the mixture was refluxed for about 15 hours. The mixture was neutralized with a 1 N aqueous hydrochloric acid solution and concentrated. The concentrate was purified by silica gel column chromatogra... Starting materials: FC1=C(N)C=CC(=C1)SC1=CC=C(C=C1)SC (2-fluoro-4-(4-methylsulphanylphenylsulphanyl) aniline), [Si](C)(C)(C(C)(C)C)OC(C(=O)O[Si](C)(C)C(C)(C)C)(C(F)(F)F)C(F)(F)F (2-t-butyldimethylsilyloxy-2-trifluoromethyl-3,3,3-trifluoropropanoic acid, t-butyldimethylsilyl ester), C(C(=O)Cl)(=O)Cl (oxalyl chloride). The reagents and catalysts are CN(C)C=O (DMF). Run in C(Cl)Cl (DCM), N1=CC=CC=C1 (pyridine), C(Cl)Cl (DCM). Run at time 17 hour. The product is FC1=C(C=CC(=C1)SC1=CC=C(C=C1)SC)NC(C(C(F)(F)F)(C(F)(F)F)O[Si](C)(C)C(C)(C)C)=O (N-[2-Fluoro-4-(4-methylsulphanylphenylsulphanyl)phenyl]-2-t-butyldimethylsilyloxy-2-trifluoromethyl-3,3,3-trifluoropropanamide). Isolated yield 20.4%. Reaction SMILES: [Si:1]([O:8][C:9]([C:24]([F:27])([F:26])[F:25])([C:20]([F:23])([F:22])[F:21])[C:10]([O:12][Si](C(C)(C)C)(C)C)=O)([C:4]([CH3:7])([CH3:6])[CH3:5])([CH3:3])[CH3:2].C(Cl)(=O)C(Cl)=O.[F:34][C:35]1[CH:41]=[C:40]([S:42][C:43]2[CH:48]=[CH:47][C:46]([S:49][CH3:50])=[CH:45][CH:44]=2)[CH:39]=[CH:38][C:36]=1[NH2:37]>C(Cl)Cl.CN(C=O)C.N1C=CC=CC=1>[F:34][C:35]1[CH:41]=[C:40]([S:42][C:43]2[CH:48]=[CH:47][C:46]([S:49][CH3:50])=[CH:45][CH:44]=2)[CH:39]=[CH:38][C:36]=1[NH:37][C:10](=[O:12])[C:9]([O:8][Si:1]([C:4]([CH3:7])([CH3:6])[CH3:5])([CH3:3])[CH3:2])([C:20]([F:23])([F:22])[F:21])[C:24]([F:26])([F:25])[F:27]. Procedure: To a stirred solution of 2-t-butyldimethylsilyloxy-2-trifluoromethyl-3,3,3-trifluoropropanoic acid, t-butyldimethylsilyl ester (Method 56) (1.05 g) in DCM (10 ml) was added DMF (2 drops) and oxalyl chloride (0.23 ml). The reaction mixture was stirred for 17 hours and was then added to a solution of 2-fluoro-4-(4-methylsulphanylphenylsulphanyl) aniline (Method 6) (0.63 g) in DCM (5 ml) and pyridine (0.22 ml). The reaction mixture was stirred at ambient temperature for 48 hours, evaporated under r... The reactants are CCOC(=O)C=C(OC)C(C)Br, CC(C)=O, Oc1ccc(O)cc1. The product is CCOC(=O)C=C(OC)C(C)Oc1ccc(O)cc1. As a reaction SMILES: [Br:9][CH:10]([C:11](=[CH:12][C:13](=[O:14])[O:15][CH2:16][CH3:17])[O:18][CH3:19])[CH3:20].[CH3:21][C:22](=[O:23])[CH3:24].[OH:1][c:2]1[cH:3][cH:4][c:5]([OH:6])[cH:7][cH:8]1>>[OH:1][c:2]1[cH:3][cH:4][c:5]([O:6][CH:10]([C:11](=[CH:12][C:13](=[O:14])[O:15][CH2:16][CH3:17])[O:18][CH3:19])[CH3:20])[cH:7][cH:8]1.